Dataset: the Open Reaction Database (ORD), a public repository of structured organic reaction records. Task: describe an organic reaction: reactants, conditions, products, and yield Reported procedure: A mixture of (RS) methyl 2-hydroxy-2-(thien-3-yl)acetate (see Preparation 24) (4.49 g), triphenylphosphine (8.21 g) and carbon tetrabromide (10.4 g) in acetonitrile (100 ml) was refluxed for 2 hours, cooled, further triphenylphosphine (2.5 g) and carbon tetrabromide (3 g) were added, and refluxing was continued for a further 2 hours. After cooling, the mixture was used directly, without further purification, in Preparation 17. Run in C(C)#N (acetonitrile). The reactants are OC(C(=O)OC)C1=CSC=C1 ((RS) methyl 2-hydroxy-2-(thien-3-yl)acetate), C1(=CC=CC=C1)P(C1=CC=CC=C1)C1=CC=CC=C1 (triphenylphosphine), C(Br)(Br)(Br)Br (carbon tetrabromide), C1(=CC=CC=C1)P(C1=CC=CC=C1)C1=CC=CC=C1 (triphenylphosphine), C(Br)(Br)(Br)Br (carbon tetrabromide). Conditions: time 2 hour. Product: BrC(C(=O)OC)C1=CSC=C1 ((RS) Methyl 2-bromo-2-(thien-3-yl)acetate). RXN SMILES: O[CH:2]([C:7]1[CH:11]=[CH:10][S:9][CH:8]=1)[C:3]([O:5][CH3:6])=[O:4].C1(P(C2C=CC=CC=2)C2C=CC=CC=2)C=CC=CC=1.C(Br)(Br)(Br)[Br:32]>C(#N)C>[Br:32][CH:2]([C:7]1[CH:11]=[CH:10][S:9][CH:8]=1)[C:3]([O:5][CH3:6])=[O:4]. Reaction SMILES: [C:44](=[O:45])([O-:46])[O-:47].[CH2:1]([c:2]1[cH:3][cH:4][cH:5][cH:6][cH:7]1)[NH:8][S:9](=[O:10])(=[O:11])[c:12]1[cH:13][cH:14][c:15]([Br:18])[cH:16][cH:17]1.[CH3:20][C:21](=[O:22])[O-:23].[CH3:24][O:25][c:26]1[cH:27][c:28]([CH2:32][CH2:33][c:34]2[n:35][c:36]3[c:37]([n:38][cH:39][c:40]([I:42])[cH:41]3)[nH:43]2)[n:29][cH:30][cH:31]1.[Cl-:51].[K+:19].[K+:48].[K+:49].[Li+:50].[O:52]1[CH2:53][CH2:54][O:55][CH2:56][CH2:57]1.[OH2:58].[Pd:59].[c:117]1([P:118]([c:119]2[cH:120][cH:121][cH:122][cH:123][cH:124]2)[c:125]2[cH:126][cH:127][cH:128][cH:129][cH:130]2)[cH:131][cH:132][cH:133][cH:134][cH:135]1.[c:60]1([P:61]([c:62]2[cH:63][cH:64][cH:65][cH:66][cH:67]2)[c:68]2[cH:69][cH:70][cH:71][cH:72][cH:73]2)[cH:74][cH:75][cH:76][cH:77][cH:78]1.[c:79]1([P:80]([c:81]2[cH:82][cH:83][cH:84][cH:85][cH:86]2)[c:87]2[cH:88][cH:89][cH:90][cH:91][cH:92]2)[cH:93][cH:94][cH:95][cH:96][cH:97]1.[c:98]1([P:99]([c:100]2[cH:101][cH:102][cH:103][cH:104][cH:105]2)[c:106]2[cH:107][cH:108][cH:109][cH:110][cH:111]2)[cH:112][cH:113][cH:114][cH:115][cH:116]1>>[CH2:1]([c:2]1[cH:3][cH:4][cH:5][cH:6][cH:7]1)[NH:8][S:9](=[O:10])(=[O:11])[c:12]1[cH:13][cH:14][c:15](-[c:40]2[cH:39][n:38][c:37]3[c:36]([n:35][c:34]([CH2:33][CH2:32][c:28]4[cH:27][c:26]([O:25][CH3:24])[cH:31][cH:30][n:29]4)[nH:43]3)[cH:41]2)[cH:16][cH:17]1. Reactants: O=C([O-])[O-], O=S(=O)(NCc1ccccc1)c1ccc(Br)cc1, CC(=O)[O-], COc1ccnc(CCc2nc3cc(I)cnc3[nH]2)c1, [Cl-], [K+], [K+], [K+], [Li+], C1COCCO1, O, [Pd], c1ccc(P(c2ccccc2)c2ccccc2)cc1, c1ccc(P(c2ccccc2)c2ccccc2)cc1, c1ccc(P(c2ccccc2)c2ccccc2)cc1, c1ccc(P(c2ccccc2)c2ccccc2)cc1. Yields the product COc1ccnc(CCc2nc3cc(-c4ccc(S(=O)(=O)NCc5ccccc5)cc4)cnc3[nH]2)c1.